Dataset: the Open Reaction Database (ORD), a public repository of structured organic reaction records. Task: describe an organic reaction: reactants, conditions, products, and yield Reactants: OC=1C=C(C(=O)NCC(=O)O)C=C(C1)NC=1NCC(CN1)O (2-(3-Hydroxy-5-((5-hydroxy-1,4,5,6-tetrahydropyrimidin-2-yl)amino)benzamido)acetic acid), Cl.N[C@@H](CC(=O)OCC)C1=CC(=CC(=C1)C1(CCC1)C#N)Cl (ethyl (S)-3-amino-3-(3-chloro-5-(1-cyanocyclobutyl)phenyl)propanoate hydrochloride salt), O.ON1N=NC2=C1C=CC=C2 (1-hydroxybenzotriazole hydrate). Run in CN(C)C=O.C(Cl)Cl (DMF DCM). Conditions: time 10 minute. Product: ClC=1C=C(C=C(C1)C1(CCC1)C#N)[C@H](CC(=O)OCC)NC(CNC(C1=CC(=CC(=C1)NC=1NCC(CN1)O)O)=O)=O ((3S)-ethyl 3-(3-chloro-5-(1-cyanocyclobutyl)phenyl)-3-(2-(3-hydroxy-5-((5-hydroxy-1,4,5,6-tetrahydropyrimidin-2-yl)amino)benzamido)acetamido)propanoate). RXN SMILES: [OH:1][C:2]1[CH:3]=[C:4]([CH:12]=[C:13]([NH:15][C:16]2[NH:17][CH2:18][CH:19]([OH:22])[CH2:20][N:21]=2)[CH:14]=1)[C:5]([NH:7][CH2:8][C:9]([OH:11])=O)=[O:6].Cl.[NH2:24][C@H:25]([C:32]1[CH:37]=[C:36]([C:38]2([C:42]#[N:43])[CH2:41][CH2:40][CH2:39]2)[CH:35]=[C:34]([Cl:44])[CH:33]=1)[CH2:26][C:27]([O:29][CH2:30][CH3:31])=[O:28].O.ON1C2C=CC=CC=2N=N1>CN(C=O)C.C(Cl)Cl>[Cl:44][C:34]1[CH:33]=[C:32]([C@@H:25]([NH:24][C:9](=[O:11])[CH2:8][NH:7][C:5](=[O:6])[C:4]2[CH:12]=[C:13]([NH:15][C:16]3[NH:17][CH2:18][CH:19]([OH:22])[CH2:20][N:21]=3)[CH:14]=[C:2]([OH:1])[CH:3]=2)[CH2:26][C:27]([O:29][CH2:30][CH3:31])=[O:28])[CH:37]=[C:36]([C:38]2([C:42]#[N:43])[CH2:41][CH2:40][CH2:39]2)[CH:35]=1 |f:1.2,3.4,5.6|. Procedure details: A mixture of 2-(3-hydroxy-5-((5-hydroxy-1,4,5,6-tetrahydropyrimidin-2-yl)amino)benzamido)acetic acid (Example B) (314.5 mg, 1.02 mmol), ethyl (S)-3-amino-3-(3-chloro-5-(1-cyanocyclobutyl)phenyl)propanoate hydrochloride salt (from step 1 above) (345.15 mg, 1.006 mmol) and 1-hydroxybenzotriazole hydrate (31.2 mg, 0.204 mmol) was dissolved in a mixture of DMF/DCM (1:1) (8 mL) and stirred at room temperature under nitrogen atmosphere for 10 min to give a cream suspension. N,N′-diisopropylcarbodiimde...